describe an organic reaction: reactants, conditions, products, and yield From a dataset of the Open Reaction Database (ORD), a public repository of structured organic reaction records. Starting materials: CCCN, CC(=O)Cc1nc(CCl)no1, [Cl-], [Cl-], [Cl-], [Cl-], [Ti+4], c1ccccc1. The product is CCCNC(C)=Cc1nc(CCl)no1. RXN SMILES: [CH2:12]([CH2:13][CH3:14])[NH2:15].[CH2:1]([C:2](=[O:3])[CH3:4])[c:5]1[n:6][c:7]([CH2:10][Cl:11])[n:8][o:9]1.[Cl-:22].[Cl-:23].[Cl-:24].[Cl-:25].[Ti+4:26].[cH:16]1[cH:17][cH:18][cH:19][cH:20][cH:21]1>>[CH:1](=[C:2]([CH3:4])[NH:15][CH2:12][CH2:13][CH3:14])[c:5]1[n:6][c:7]([CH2:10][Cl:11])[n:8][o:9]1.